Dataset: the Open Reaction Database (ORD), a public repository of structured organic reaction records. Task: describe an organic reaction: reactants, conditions, products, and yield Reactants: COC(=O)C=1N=C(C=2C(N(C=CC2C1O)CC1=CC=CC=C1)=O)C=1C=NC=C(C1)F (7-benzyl-1-(5-fluoro-pyridin-3-yl)-4-hydroxy-8-oxo-7,8-dihydro-[2,7]naphthyridine-3-carboxylic acid methyl ester), NCC(=O)O (glycine), C[O-].[Na+] (NaOMe). Yields the product C(C1=CC=CC=C1)N1C=CC=2C(=C(N=C(C2C1=O)C=1C=NC=C(C1)F)C(=O)NCC(=O)O)O ({[7-Benzyl-1-(5-fluoro-pyridin-3-yl)-4-hydroxy-8-oxo-7,8-dihydro-[2,7]naphthyridine-3-carbonyl]-amino}-acetic acid). Yield: 57.3%. As a reaction SMILES: CO[C:3]([C:5]1[N:6]=[C:7]([C:24]2[CH:25]=[N:26][CH:27]=[C:28]([F:30])[CH:29]=2)[C:8]2[C:9](=[O:23])[N:10]([CH2:16][C:17]3[CH:22]=[CH:21][CH:20]=[CH:19][CH:18]=3)[CH:11]=[CH:12][C:13]=2[C:14]=1[OH:15])=[O:4].[NH2:31][CH2:32][C:33]([OH:35])=[O:34].C[O-].[Na+]>>[CH2:16]([N:10]1[C:9](=[O:23])[C:8]2[C:7]([C:24]3[CH:25]=[N:26][CH:27]=[C:28]([F:30])[CH:29]=3)=[N:6][C:5]([C:3]([NH:31][CH2:32][C:33]([OH:35])=[O:34])=[O:4])=[C:14]([OH:15])[C:13]=2[CH:12]=[CH:11]1)[C:17]1[CH:18]=[CH:19][CH:20]=[CH:21][CH:22]=1 |f:2.3|. Reported procedure: A mixture of 7-benzyl-1-(5-fluoro-pyridin-3-yl)-4-hydroxy-8-oxo-7,8-dihydro-[2,7]naphthyridine-3-carboxylic acid methyl ester (30 mg, 0.074 mmol), glycine (740 mg, 9.9 mmol) and NaOMe solution (15 mL, 7.4 mmol, 0.5 M in MeOH) was refluxed for 16 h. After the mixture was cooled to r.t., solvent was evaporated in vacuo. The residue was partitioned between water and EtOAc. 1 M HCl was added with vigorous stirring until pH was about 3-4. The organic layer was dried over MgSO4 and concentrated. The c... The reactants are CC=CC(=O)OCC, CCCS. The product is CCCSC(C)CC(=O)OCC. Reaction SMILES: [C:1]([CH:2]=[CH:3][CH3:4])(=[O:5])[O:6][CH2:7][CH3:8].[CH2:9]([CH2:10][CH3:11])[SH:12]>>[C:1]([CH2:2][CH:3]([CH3:4])[S:12][CH2:9][CH2:10][CH3:11])(=[O:5])[O:6][CH2:7][CH3:8].